describe an organic reaction: reactants, conditions, products, and yield From a dataset of the Open Reaction Database (ORD), a public repository of structured organic reaction records. The reactants are crude residue, BrC(C(=O)OC)CC=1C=NC2=CC(=CC=C2C1)OCC1=NC=C(C=C1)CC (methyl 2-bromo-3-[7-(5-ethyl-2-pyridylmethoxy)-3-quinolyl]propionate), NC(=S)N (thiourea), C(C)(=O)[O-].[Na+] (sodium acetate). The solvent is C(C)O (ethanol). Product: C(C)C=1C=CC(=NC1)COC1=CC=C2C=C(C=NC2=C1)CC1C(NC(S1)=N)=O (5-[[7-(5-ethyl-2-pyridylmethoxy)-3-quinolyl]methyl]-2-iminothiazolidin-4-one). As a reaction SMILES: Br[CH:2]([CH2:7][C:8]1[CH:9]=[N:10][C:11]2[C:16]([CH:17]=1)=[CH:15][CH:14]=[C:13]([O:18][CH2:19][C:20]1[CH:25]=[CH:24][C:23]([CH2:26][CH3:27])=[CH:22][N:21]=1)[CH:12]=2)[C:3]([O:5]C)=O.[NH2:28][C:29]([NH2:31])=[S:30].C([O-])(=O)C.[Na+]>C(O)C>[CH2:26]([C:23]1[CH:24]=[CH:25][C:20]([CH2:19][O:18][C:13]2[CH:12]=[C:11]3[C:16]([CH:17]=[C:8]([CH2:7][CH:2]4[S:30][C:29](=[NH:28])[NH:31][C:3]4=[O:5])[CH:9]=[N:10]3)=[CH:15][CH:14]=2)=[N:21][CH:22]=1)[CH3:27] |f:2.3|. Procedure: In ethanol (20 mL) was dissolved the crude residue (790 mg) of methyl 2-bromo-3-[7-(5-ethyl-2-pyridylmethoxy)-3-quinolyl]propionate. The solution was heated under reflux for 15 hours after addition of thiourea (140 mg, 1.84 mmol.) and sodium acetate (150 mg, 1.84 mmol.). After the completion of reaction was confirmed, ethanol was distilled off. To the residue were added ethyl acetate and aqueous sodium hydrogen carbonate. The organic portion was recovered, washed with water, and dried over sodiu... RXN SMILES: [NH2:1][C:2]1[N:7]=[CH:6][N:5]=[C:4]2[N:8]([C@@H:11]3[O:31][C@H:30]([CH2:32][O:33]CC4C=CC=CC=4)[C@@H:21]([O:22]CC4C=CC=CC=4)[C@H:12]3[O:13]CC3C=CC=CC=3)[N:9]=[CH:10][C:3]=12.[Na+].[Cl-]>>[NH2:1][C:2]1[N:7]=[CH:6][N:5]=[C:4]2[N:8]([C@@H:11]3[O:31][C@H:30]([CH2:32][OH:33])[C@@H:21]([OH:22])[C@H:12]3[OH:13])[N:9]=[CH:10][C:3]=12 |f:1.2|. Reported procedure: 1.45 g (2.7 mmoles) of 4-amino-1-(2,3,5-tri-O-benzyl-β -D-ribofuranosyl)pyrazolo[ 3,4-d]pyrimidine are hydrogenated in a manner similar to that of Example 6. The 4-amino- 1-(β-D-ribofuranosyl)pyrazolo[ 3,4-d] pyrimidine precipitates; however, during the reaction so that in this case the preparation is modified. The reaction mixture is filtered off (vacuum filter funnel) from the catalyst and the reaction product which has been partially precipitated. The obtained solution is neutralized with dil... Starting materials: NC1=C2C(=NC=N1)N(N=C2)[C@H]2[C@H](OCC1=CC=CC=C1)[C@H](OCC1=CC=CC=C1)[C@H](O2)COCC2=CC=CC=C2 (4-amino-1-(2,3,5-tri-O-benzyl-β -D-ribofuranosyl)pyrazolo[ 3,4-d]pyrimidine), [Na+].[Cl-] (NaCl), ( 4 ). Yields the product NC1=C2C(=NC=N1)N(N=C2)[C@H]2[C@H](O)[C@H](O)[C@H](O2)CO (4-amino-1-(β-D-ribofuranosyl)pyrazolo[3,4-d]pyrimidine). Starting materials: BrC1=CC(=C(C=C1)NC(=O)C1(CC1)C(=O)O)C (1-(4-bromo-2-methylphenylaminocarbonyl)cyclopropanecarboxylic acid), BrC1=CC(=C(C=C1)NC(=O)C1(CC1)C(=O)O)C (1-(4-bromo-2-methylphenylaminocarbonyl)cyclopropanecarboxylic acid), C1(CCCCC1)N=C=NC1CCCCC1 (1,3-dicyclohexylcarbodiimide). Solvent: CO (methanol). Product: BrC1=CC(=C(C=C1)NC(=O)C1(CC1)C(=O)OC)C (methyl 1-(4-bromo-2-methylphenylaminocarbonyl)cyclopropanecarboxylate). RXN SMILES: [Br:1][C:2]1[CH:7]=[CH:6][C:5]([NH:8][C:9]([C:11]2([C:14]([OH:16])=[O:15])[CH2:13][CH2:12]2)=[O:10])=[C:4]([CH3:17])[CH:3]=1.[CH:18]1(N=C=NC2CCCCC2)CCCCC1>CO>[Br:1][C:2]1[CH:7]=[CH:6][C:5]([NH:8][C:9]([C:11]2([C:14]([O:16][CH3:18])=[O:15])[CH2:12][CH2:13]2)=[O:10])=[C:4]([CH3:17])[CH:3]=1. Reported procedure: A 4.00 gram (0.01 mole) portion of 1-(4-bromo-2-methylphenylaminocarbonyl)cyclopropanecarboxylic acid prepared in Example VIII (Compound 111) was reacted in sequence with 80 milliliters of methanol (excess as solvent) and 2.77 grams (0.01 mole) of 1,3-dicyclohexylcarbodiimide, employing a 16-hour reaction period, in a manner similar to that described in Example XL to give 1.54 grams (0.005 mole) of methyl 1-(4-bromo-2-methylphenylaminocarbonyl)cyclopropanecarboxylate as a white powder having a m... The reactants are [Ag+], Cc1nn(-c2ccccn2)c2c1C(=O)CC(C)(C)C2Br, CC(C)=O, CO, O=[N+]([O-])[O-]. Yields the product COC1c2c(c(C)nn2-c2ccccn2)C(=O)CC1(C)C. RXN SMILES: [Ag+:31].[Br:1][CH:2]1[C:3]([CH3:19])([CH3:20])[CH2:4][C:5](=[O:18])[c:6]2[c:7]([CH3:17])[n:8][n:9](-[c:11]3[n:12][cH:13][cH:14][cH:15][cH:16]3)[c:10]21.[CH3:21][C:22]([CH3:23])=[O:24].[CH3:25][OH:26].[N+:27]([O-:28])([O-:29])=[O:30]>>[CH:2]1([O:24][CH3:22])[C:3]([CH3:19])([CH3:20])[CH2:4][C:5](=[O:18])[c:6]2[c:7]([CH3:17])[n:8][n:9](-[c:11]3[n:12][cH:13][cH:14][cH:15][cH:16]3)[c:10]21. Starting materials: C(C)(=O)[O-].C(C1=CC=CC=C1)[N+]1=C(NC=C1)CC1COC2=C(O1)C=CC=C2 (1-Benzyl-2-(1,4-benzodioxan-2-ylmethyl)imidazolium acetate), S(O)(O)(=O)=O (sulfuric acid). The product is S(O)(O)(=O)=O.C(C1=CC=CC=C1)N1C(=NC=C1)CC1COC2=C(O1)C=CC=C2 (1-benzyl-2-(1,4-benzodioxan-2-ylmethyl)imidazole bisulfate). As a reaction SMILES: C([O-])(=O)C.[CH2:5]([N+:12]1[CH:16]=[CH:15][NH:14][C:13]=1[CH2:17][CH:18]1[O:23][C:22]2[CH:24]=[CH:25][CH:26]=[CH:27][C:21]=2[O:20][CH2:19]1)[C:6]1[CH:11]=[CH:10][CH:9]=[CH:8][CH:7]=1.[S:28](=[O:32])(=[O:31])([OH:30])[OH:29]>>[S:28](=[O:30])(=[O:29])([OH:32])[OH:31].[CH2:5]([N:12]1[CH:16]=[CH:15][N:14]=[C:13]1[CH2:17][CH:18]1[O:23][C:22]2[CH:24]=[CH:25][CH:26]=[CH:27][C:21]=2[O:20][CH2:19]1)[C:6]1[CH:7]=[CH:8][CH:9]=[CH:10][CH:11]=1 |f:0.1,3.4|. Procedure: 1-Benzyl-2-(1,4-benzodioxan-2-ylmethyl)imidazolium acetate (1.0 g) is dissolved in 50 ml 50% aqueous sulfuric acid, and the solution evaporated to dryness. The product is suspended in ethanol and filtered, air dried and recrystallized from methanol/acetone to yield 1-benzyl-2-(1,4-benzodioxan-2-ylmethyl)imidazole bisulfate.